Dataset: the Open Reaction Database (ORD), a public repository of structured organic reaction records. Task: describe an organic reaction: reactants, conditions, products, and yield Reactants: COC(=O)n1ncc2c(NC(=O)ON3C(=O)CCC3=O)cccc21, COCC(C)(C)c1ccc2c(c1)CCC2N, CCN(C(C)C)C(C)C, CN(C)C=O, O. Yields the product COCC(C)(C)c1ccc2c(c1)CCC2NC(=O)Nc1cccc2c1cnn2C(=O)OC. Reaction SMILES: [CH3:1][O:2][C:3](=[O:4])[n:5]1[n:6][cH:7][c:8]2[c:9]([NH:14][C:15]([O:17][N:16]3[C:18](=[O:19])[CH2:20][CH2:21][C:22]3=[O:23])=[O:24])[cH:10][cH:11][cH:12][c:13]12.[CH3:25][O:26][CH2:27][C:28]([CH3:29])([CH3:30])[c:31]1[cH:32][c:33]2[c:37]([cH:38][cH:39]1)[CH:36]([NH2:40])[CH2:35][CH2:34]2.[CH:41]([N:42]([CH:43]([CH3:44])[CH3:45])[CH2:46][CH3:47])([CH3:48])[CH3:49].[O:50]=[CH:51][N:52]([CH3:53])[CH3:54].[OH2:55]>>[CH3:1][O:2][C:3](=[O:4])[n:5]1[n:6][cH:7][c:8]2[c:9]([NH:14][C:15](=[O:17])[NH:40][CH:36]3[CH2:35][CH2:34][c:33]4[cH:32][c:31]([C:28]([CH2:27][O:26][CH3:25])([CH3:29])[CH3:30])[cH:39][cH:38][c:37]43)[cH:10][cH:11][cH:12][c:13]12. Reactants: [OH-].[K+] (KOH), C1=CC=CC=2C3=CC=CC=C3NC12 (carbazole), C1=CC=CC=2C3=CC=CC=C3NC12 (carbazole), C(CCC)Br (butyl bromide). The reagents and catalysts are [Cl-].C(C)[N+](CC1=CC=CC=C1)(CC)CC (triethylbenzylammonium chloride). The solvent is O (water), C1(=CC=CC=C1)C (toluene). Product: C(CCC)N1C2=CC=CC=C2C=2C=CC=CC12 (N-butylcarbazole). As a reaction SMILES: [CH:1]1[C:13]2[NH:12][C:11]3[C:6](=[CH:7][CH:8]=[CH:9][CH:10]=3)[C:5]=2[CH:4]=[CH:3][CH:2]=1.[OH-].[K+].[CH2:16](Br)[CH2:17][CH2:18][CH3:19]>C1(C)C=CC=CC=1.[Cl-].C([N+](CC)(CC)CC1C=CC=CC=1)C.O>[CH2:16]([N:12]1[C:11]2[CH:10]=[CH:9][CH:8]=[CH:7][C:6]=2[C:5]2[C:13]1=[CH:1][CH:2]=[CH:3][CH:4]=2)[CH2:17][CH2:18][CH3:19] |f:1.2,5.6|. Procedure: A suspension of 100 g (0.6 tool) of carbazole in 200 ml of toluene is heated under reflux, with stirring. After cooling to 95°, first 26.8 g (0.12 tool) of triethylbenzylammonium chloride and then a solution of 169.8 g of KOH in 180 ml of water are added. The temperature thereby drops to 65°. 205.6 g (1.5 tool) of butyl bromide are now added in the course of 5 minutes, with vigorous stirring, whereupon the temperature rises to 92°. The mixture is kept under reflux for a further 10 minutes, all t... The reactants are N1CC(CC2=CC=CC=C12)NC(OC(C)(C)C)=O (tert-butyl 1,2,3,4-tetrahydroquinolin-3-ylcarbamate), FC(S(=O)(=O)OC1=C(C=CC=C1)[Si](C)(C)C)(F)F (2-(trimethylsilyl)phenyl trifluoromethane sulfonate), [F-].[Cs+] (cesium fluoride), C(C)(=O)OCC (Ethyl acetate). The solvent is C(C)#N (acetonitrile). Run at time 3 day. Product: C1(=CC=CC=C1)N1CC(CC2=CC=CC=C12)NC(OC(C)(C)C)=O (tert-butyl 1-phenyl-1,2,3,4-tetrahydroquinolin-3-ylcarbamate). The yield is 102.7%. RXN SMILES: [NH:1]1[C:10]2[C:5](=[CH:6][CH:7]=[CH:8][CH:9]=2)[CH2:4][CH:3]([NH:11][C:12](=[O:18])[O:13][C:14]([CH3:17])([CH3:16])[CH3:15])[CH2:2]1.FC(F)(F)S(O[C:25]1[CH:30]=[CH:29][CH:28]=[CH:27][C:26]=1[Si](C)(C)C)(=O)=O.[F-].[Cs+].C(OCC)(=O)C>C(#N)C>[C:25]1([N:1]2[C:10]3[C:5](=[CH:6][CH:7]=[CH:8][CH:9]=3)[CH2:4][CH:3]([NH:11][C:12](=[O:18])[O:13][C:14]([CH3:15])([CH3:17])[CH3:16])[CH2:2]2)[CH:30]=[CH:29][CH:28]=[CH:27][CH:26]=1 |f:2.3|. Reported procedure: To a solution of tert-butyl 1,2,3,4-tetrahydroquinolin-3-ylcarbamate (0.3 g, 1.2 mmol) in acetonitrile (5 mL) was added 2-(trimethylsilyl)phenyl trifluoromethane sulfonate (397 mg, 1.33 mmol, 1.1 eq) and cesium fluoride (365 mg, 2.4 mmol, 2.0 eq). The mixture was stirred at room temperature for 3 days. Ethyl acetate was then added and the organic layer washed with brine, dried over sodium sulfate and evaporated. The residue was purified by flash column (eluted with 10% ethyl acetate in hexane) t... Reaction SMILES: [C:39](=[O:40])([O-:41])[O-:42].[CH2:47]([OH:48])[CH2:49][CH2:50][CH3:51].[CH3:1][O:2][c:3]1[cH:4][cH:5][c:6]([CH:9]([CH:10]2[CH2:11][CH2:12][NH:13][CH2:14][CH2:15]2)[c:16]2[cH:17][cH:18][c:19]([O:22][CH3:23])[cH:20][cH:21]2)[cH:7][cH:8]1.[Cl:24][CH2:25][CH2:26][CH2:27][O:28][c:29]1[cH:30][c:31]([O:37][CH3:38])[c:32]([O:35][CH3:36])[cH:33][cH:34]1.[I-:46].[K+:43].[K+:44].[K+:45]>>[CH3:1][O:2][c:3]1[cH:4][cH:5][c:6]([CH:9]([CH:10]2[CH2:11][CH2:12][N:13]([CH2:25][CH2:26][CH2:27][O:28][c:29]3[cH:30][c:31]([O:37][CH3:38])[c:32]([O:35][CH3:36])[cH:33][cH:34]3)[CH2:14][CH2:15]2)[c:16]2[cH:17][cH:18][c:19]([O:22][CH3:23])[cH:20][cH:21]2)[cH:7][cH:8]1. Reactants: O=C([O-])[O-], CCCCO, COc1ccc(C(c2ccc(OC)cc2)C2CCNCC2)cc1, COc1ccc(OCCCCl)cc1OC, [I-], [K+], [K+], [K+]. Product: COc1ccc(C(c2ccc(OC)cc2)C2CCN(CCCOc3ccc(OC)c(OC)c3)CC2)cc1. The reactants are C1(CCCCC1)Br (cyclohexyl bromide), [Mg] (magnesium), S(O)(O)(=O)=O (sulfuric acid), diol, diol, BrC=1C=C2CCC(OC2=CC1)O (6-bromo-2chromanol), C1(CCCCC1)C(CCC1=C(C=CC(=C1)Br)O)O (1-cyclohexyl-3-(2-hydroxy-5-bromophenyl)propanol). Run in C(C)OCC (ethyl ether), C(C)(=O)O (acetic acid), CCCCCC (hexane), O1CCCC1 (tetrahydrofuran). Run at temperature -78 celsius, time 2 hour. Product: C1(CCCCC1)[Mg]Br (cyclohexylmagnesium bromide), BrC=1C=CC2=C(CCC(O2)C2CCCCC2)C1 (6-Bromo-2-cyclohexyl-3,4-dihydro-2H-benzopyran). RXN SMILES: [CH:1]1(Br)[CH2:6][CH2:5][CH2:4][CH2:3][CH2:2]1.[Mg:8].[Br:9]C1C=C2C(=CC=1)OC(O)CC2.[CH:21]1([CH:27]([OH:38])[CH2:28][CH2:29][C:30]2[CH:35]=[C:34]([Br:36])[CH:33]=[CH:32][C:31]=2O)[CH2:26][CH2:25][CH2:24][CH2:23][CH2:22]1.S(=O)(=O)(O)O>C(OCC)C.O1CCCC1.C(O)(=O)C.CCCCCC>[CH:1]1([Mg:8][Br:9])[CH2:6][CH2:5][CH2:4][CH2:3][CH2:2]1.[Br:36][C:34]1[CH:33]=[CH:32][C:31]2[O:38][CH:27]([CH:21]3[CH2:22][CH2:23][CH2:24][CH2:25][CH2:26]3)[CH2:28][CH2:29][C:30]=2[CH:35]=1. Procedure: A solution of cyclohexylmagnesium bromide in ethyl ether (55 ml) was prepared from 15.6 g (96 mmole) cyclohexyl bromide and 2.56 g magnesium. This was added dropwise to a solution of 5.5 g (24 mmole) 6-bromo-2chromanol in 55 ml dry tetrahydrofuran, under nitrogen at -70° C. The reaction mixture was stirred at -78° C. for two hours, then at 0° C. for one hour and quenched by addition of 4.1 ml acetic acid. The solvents were evaporated in vacuo, the residual white gel diluted with 250 ml ethyl ace... The reactants are C[Si](CCCCCCCCCCCCCCNC1=CC=C(C(=O)OC)C=C1)(C)C (methyl 4-[14-(trimethylsilyl)tetradecylamino]benzoate), C(CCO)O (1,3-propanediol), C1(=CC=C(C=C1)S(=O)(=O)O)C (p-toluenesulfonic acid). Product: C[Si](CCCCCCCCCCCCCCNC1=CC=C(C(=O)OCCCO)C=C1)(C)C (3-Hydroxypropyl 4-[14-(trimethylsilyl)tetradecylamino]benzoate). Reaction SMILES: [CH3:1][Si:2]([CH3:29])([CH3:28])[CH2:3][CH2:4][CH2:5][CH2:6][CH2:7][CH2:8][CH2:9][CH2:10][CH2:11][CH2:12][CH2:13][CH2:14][CH2:15][CH2:16][NH:17][C:18]1[CH:27]=[CH:26][C:21]([C:22]([O:24][CH3:25])=[O:23])=[CH:20][CH:19]=1.C(O)[CH2:31][CH2:32][OH:33].C1(C)C=CC(S(O)(=O)=O)=CC=1>>[CH3:29][Si:2]([CH3:1])([CH3:28])[CH2:3][CH2:4][CH2:5][CH2:6][CH2:7][CH2:8][CH2:9][CH2:10][CH2:11][CH2:12][CH2:13][CH2:14][CH2:15][CH2:16][NH:17][C:18]1[CH:19]=[CH:20][C:21]([C:22]([O:24][CH2:25][CH2:31][CH2:32][OH:33])=[O:23])=[CH:26][CH:27]=1. Reported procedure: A mixture of 2.2 g. of methyl 4-[14-(trimethylsilyl)tetradecylamino]benzoate, 280 mg. of 1,3-propanediol and 1.37 g. of p-toluenesulfonic acid is heated at 180° C. for 18 hours and then is partitioned between ether and 3% aqueous sodium carbonate solution. The ether layer is separated, dried, and evaporated to yield the product as a white solid.